Dataset: the Open Reaction Database (ORD), a public repository of structured organic reaction records. Task: describe an organic reaction: reactants, conditions, products, and yield The reactants are O=C1C(C(NC=2C=CC=C(C12)C(=O)OC)C1=CC=NC=C1)C1=CC=NC=C1 (methyl 4-oxo-2,3-di(pyridin-4-yl)-1,2,3,4-tetrahydroquinoline-5-carboxylate), O=C1C(C(NC=2C=CC=C(C12)C(=O)OCC)C1=CC=NC=C1)C1=CC=NC=C1 (ethyl 4-oxo-2,3-di(pyridin-4-yl)-1,2,3,4-tetrahydroquinoline-5-carboxylate), O.NN (hydrazine monohydrate). Yields the product N1=CC=C(C=C1)C1C(C2=NNC(C=3C=CC=C(C23)N1)=O)C1=CC=NC=C1 (8,9-di(pyridin-4-yl)-8,9-dihydro-2H-pyrido[4,3,2-de]phthalazin-3(7H)-one). Yield: 68.0%. RXN SMILES: O=[C:2]1[C:11]2[C:10]([C:12]([O:14]C)=O)=[CH:9][CH:8]=[CH:7][C:6]=2[NH:5][CH:4]([C:16]2[CH:21]=[CH:20][N:19]=[CH:18][CH:17]=2)[CH:3]1[C:22]1[CH:27]=[CH:26][N:25]=[CH:24][CH:23]=1.O=C1C2C(C(OCC)=O)=CC=CC=2NC(C2C=CN=CC=2)C1C1C=CN=CC=1.O.[NH2:57][NH2:58]>>[N:19]1[CH:20]=[CH:21][C:16]([CH:4]2[NH:5][C:6]3[C:11]4[C:2](=[N:57][NH:58][C:12](=[O:14])[C:10]=4[CH:9]=[CH:8][CH:7]=3)[CH:3]2[C:22]2[CH:23]=[CH:24][N:25]=[CH:26][CH:27]=2)=[CH:17][CH:18]=1 |f:2.3|. Reported procedure: A mixture of methyl 4-oxo-2,3-di(pyridin-4-yl)-1,2,3,4-tetrahydroquinoline-5-carboxylate and ethyl 4-oxo-2,3-di(pyridin-4-yl)-1,2,3,4-tetrahydroquinoline-5-carboxylate (60 mg, 0.17 mmol) in hydrazine monohydrate (7 mL) was heated to reflux for 4 hr. Then the mixture was cooled to room temperature and solvent was removed in vacuum to give crude product. The crude product was purified by pre-HPLC to give 8,9-di(pyridin-4-yl)-8,9-dihydro-2H-pyrido[4,3,2-de]phthalazin-3(7H)-one (15 mg, yield 68%) as... The reactants are solution, FC=1C(=C(C=C(C1OCC1=CC=CC=C1)F)C(C)=O)OCC1=CC=CC=C1 (3',5'-difluoro-2',4'-dibenzyloxyacetophenone), FC=1C(=C(C=C(C1OCC1=CC=CC=C1)F)C(C)=O)OCC1=CC=CC=C1 (3',5'-difluoro-2',4'-dibenzyloxyacetophenone), FC=1C(=C(C=C(C1OCC1=CC=CC=C1)F)C(C)=O)OCC1=CC=CC=C1 (3',5'-difluoro-2',4'-dibenzyloxyacetophenone). Run in CCOC(=O)C (EtOAc). Yields the product FC=1C(=C(C=C(C1O)F)C(C)=O)O (3',5'-difluoro-2',4'-dihydroxyacetophenone). As a reaction SMILES: [F:1][C:2]1[C:3]([O:20]CC2C=CC=CC=2)=[C:4]([C:17](=[O:19])[CH3:18])[CH:5]=[C:6]([F:16])[C:7]=1[O:8]CC1C=CC=CC=1>CCOC(C)=O>[F:1][C:2]1[C:3]([OH:20])=[C:4]([C:17](=[O:19])[CH3:18])[CH:5]=[C:6]([F:16])[C:7]=1[OH:8]. Reported procedure: A 0.4M solution of Compound 25 over 10% Pd/C (10% wt. to Compound 25) in EtOAc is hydrogenated at 40 psi for 24 hours. The reaction is filtered and concentrated in vacuo followed by sublimation to yield Compound 26.